From a dataset of the Open Reaction Database (ORD), a public repository of structured organic reaction records. describe an organic reaction: reactants, conditions, products, and yield Reactants: C(C1=CC=CC=C1)OC=1C=C2C=CNC2=CC1 (5-benzyloxy-1H-indole), [F-].C(CCC)[N+](CCCC)(CCCC)CCCC (tetrabutylammonium fluoride), C(C)(=O)OCC.CCCCCC (ethyl acetate hexane). Reaction conditions: time 3 day. The product is C(C)OC(C=C(C1=CC=CC=C1)N1C=CC2=CC(=CC=C12)OCC1=CC=CC=C1)=O (3-(5-Benzyloxy-indol-1-yl)-3-phenyl-acrylic acid ethyl ester). Yield: 68.0%. Reaction SMILES: [CH2:1]([O:8][C:9]1[CH:10]=[C:11]2[C:15](=[CH:16][CH:17]=1)[NH:14][CH:13]=[CH:12]2)[C:2]1[CH:7]=[CH:6][CH:5]=[CH:4][CH:3]=1.[F-].[CH2:19]([N+](CCCC)(CCCC)CCCC)CCC.[C:36]([O:39][CH2:40][CH3:41])(=[O:38])[CH3:37].[CH3:42][CH2:43][CH2:44][CH2:45][CH2:46][CH3:47]>>[CH2:40]([O:39][C:36](=[O:38])[CH:37]=[C:19]([N:14]1[C:15]2[C:11](=[CH:10][C:9]([O:8][CH2:1][C:2]3[CH:3]=[CH:4][CH:5]=[CH:6][CH:7]=3)=[CH:17][CH:16]=2)[CH:12]=[CH:13]1)[C:44]1[CH:43]=[CH:42][CH:47]=[CH:46][CH:45]=1)[CH3:41] |f:1.2,3.4|. Procedure: A mixture of 5-benzyloxy-1H-indole (4.46 g, 20.0 mmol), phenyl-pripionic acid ethyl ester (7.00 g, 40.0 mmol), and tetrabutylammonium fluoride [1.0 M in THF] (36.0 mL, 50.0 mmol) was stirred for 3 days. After removal of solvent, the crude reaction mixture was submitted to flash chromatography on silica gel with ethyl acetate/hexane (1:4) to give the title compound (5.42 g, 68% yield) as an E/Z isomeric mixture. Mass Spectrum (LCMS, ESI) calculated for C26H24NO3 398.2 (M+H); found 398.2. Run at temperature 100 celsius. Product: C1(CC1)C1=NC=CC=C1CN1C(C2=CC(=CC=C2C=N1)C1=CC=C(C=C1)OC(F)(F)F)=O (2-((2-cyclopropylpyridin-3-yl)methyl)-7-(4-(trifluoromethoxy)phenyl)phthalazin-1(2H)-one). Solvent: O1CCOCC1 (dioxane). As a reaction SMILES: Br[C:2]1[C:7]([CH2:8][N:9]2[N:18]=[CH:17][C:16]3[C:11](=[CH:12][C:13]([C:19]4[CH:24]=[CH:23][C:22]([O:25][C:26]([F:29])([F:28])[F:27])=[CH:21][CH:20]=4)=[CH:14][CH:15]=3)[C:10]2=[O:30])=[CH:6][CH:5]=[CH:4][N:3]=1.[CH:31]1(B(O)O)[CH2:33][CH2:32]1.C(=O)([O-])[O-].[K+].[K+]>O1CCOCC1>[CH:31]1([C:2]2[C:7]([CH2:8][N:9]3[N:18]=[CH:17][C:16]4[C:11](=[CH:12][C:13]([C:19]5[CH:24]=[CH:23][C:22]([O:25][C:26]([F:29])([F:28])[F:27])=[CH:21][CH:20]=5)=[CH:14][CH:15]=4)[C:10]3=[O:30])=[CH:6][CH:5]=[CH:4][N:3]=2)[CH2:33][CH2:32]1 |f:2.3.4|. Starting materials: BrC1=NC=CC=C1CN1C(C2=CC(=CC=C2C=N1)C1=CC=C(C=C1)OC(F)(F)F)=O (2-((2-bromopyridin-3-yl)methyl)-7-(4-(trifluoromethoxy)phenyl)phthalazin-1(2H)-one), C1(CC1)B(O)O (cyclopropyl boronic acid), dppf(Pd)Cl2, C([O-])([O-])=O.[K+].[K+] (potassium carbonate). Procedure: A mixture of 2-((2-bromopyridin-3-yl)methyl)-7-(4-(trifluoromethoxy)phenyl)phthalazin-1(2H)-one (25 mg, 0.053 mmol), cyclopropyl boronic acid (14 mg, 0.16 mmol), dppf(Pd)Cl2 (6 mg, 0.0079 mmol), potassium carbonate (29 mg, 0.021 mmol) in degassed dioxane (1 mL) was heated at 100° C. for 3 hours. The layers were separated, the organic layer was concentrated and the residue was purified by reverse phase HPLC to provide 2-((2-cyclopropylpyridin-3-yl)methyl)-7-(4-(trifluoromethoxy)phenyl)phthalazin-... Starting materials: C1(CC1)C=1C=CC(=NC1OCC1CC1)C(=O)O (5-cyclopropyl-6-cyclopropylmethoxy-pyridine-2-carboxylic acid), Cl.FC(C1(CNC1)O)(F)F (3-(trifluoromethyl)azetidin-3-ol hydrochloride). Yields the product C1(CC1)C=1C=CC(=NC1OCC1CC1)C(=O)N1CC(C1)(C(F)(F)F)O ([5-Cyclopropyl-6-(cyclopropylmethoxy)pyridin-2-yl]-[3-hydroxy-3-(trifluoromethyl)azetidin-1-yl]methanone). Isolated yield 22.9%. Reaction SMILES: [CH:1]1([C:4]2[CH:5]=[CH:6][C:7]([C:15]([OH:17])=O)=[N:8][C:9]=2[O:10][CH2:11][CH:12]2[CH2:14][CH2:13]2)[CH2:3][CH2:2]1.Cl.[F:19][C:20]([F:27])([F:26])[C:21]1([OH:25])[CH2:24][NH:23][CH2:22]1>>[CH:1]1([C:4]2[CH:5]=[CH:6][C:7]([C:15]([N:23]3[CH2:24][C:21]([OH:25])([C:20]([F:27])([F:26])[F:19])[CH2:22]3)=[O:17])=[N:8][C:9]=2[O:10][CH2:11][CH:12]2[CH2:13][CH2:14]2)[CH2:2][CH2:3]1 |f:1.2|. Procedure details: In analogy to the procedure described in Example 127 e), 5-cyclopropyl-6-cyclopropylmethoxy-pyridine-2-carboxylic acid (Example 3 c, 20 mg, 85.7 μmol) was reacted with 3-(trifluoromethyl)azetidin-3-ol hydrochloride (CAN 848192-96-1, 18.3 mg, 103 μmol) to obtain the title compound (7 mg, 23%) as colorless oil, MS (EI): m/e=357.3 [MH+].